From a dataset of the Open Reaction Database (ORD), a public repository of structured organic reaction records. describe an organic reaction: reactants, conditions, products, and yield The reactants are Cl.[N+](=O)([O-])C=1C=C(C=CC1)NN (3-Nitrophenylhydrazine hydrochloride), C1(CCCCCCC1)=O (cyclooctanone). Run in C(C)(=O)O (acetic acid). The product is [N+](=O)([O-])C1=C2C3=C(NC2=CC=C1)CCCCCC3 (6,7,8,9,10,11-hexahydro-1-nitro-5H-cyclooct[b]indole). Yield: 32.7%. As a reaction SMILES: Cl.[N+:2]([C:5]1[CH:6]=[C:7]([NH:11]N)[CH:8]=[CH:9][CH:10]=1)([O-:4])=[O:3].[C:13]1(=O)[CH2:20][CH2:19][CH2:18][CH2:17][CH2:16][CH2:15][CH2:14]1>C(O)(=O)C>[N+:2]([C:5]1[CH:10]=[CH:9][CH:8]=[C:7]2[C:6]=1[C:13]1[CH2:20][CH2:19][CH2:18][CH2:17][CH2:16][CH2:15][C:14]=1[NH:11]2)([O-:4])=[O:3] |f:0.1|. Procedure: 3-Nitrophenylhydrazine hydrochloride (50 g, 0.26 mol) and cyclooctanone (32.2 g, 0.25 mol) were refluxed in 400 mL of glacial acetic acid for 6 hours. The solution was allowed to cool and the separated solid was filtered, washed with water and recrystallized from absolute ethanol to afford 20 g (31% yield) of 6,7,8,9,10,11-hexahydro-1-nitro-5H-cyclooct[b]indole; m.p. 189°-191° C. The reactants are OCC1=CC2=CC(=C(C(=C2C=C1)OC)OC)OC (2-Hydroxymethyl-5,6,7-trimethoxynaphthalene), [Cr](=O)(=O)([O-])O[Cr](=O)(=O)[O-].[NH+]1=CC=CC=C1.[NH+]1=CC=CC=C1 (pyridinium dichromate). The solvent is ClCCl (dichloromethane). Run at time 4 hour. Yields the product COC1=C2C=CC(=CC2=CC(=C1OC)OC)C=O (5,6,7-trimethoxynaphthalene-2-carboaldehyde). As a reaction SMILES: [OH:1][CH2:2][C:3]1[CH:12]=[CH:11][C:10]2[C:5](=[CH:6][C:7]([O:17][CH3:18])=[C:8]([O:15][CH3:16])[C:9]=2[O:13][CH3:14])[CH:4]=1.[Cr](O[Cr]([O-])(=O)=O)([O-])(=O)=O.[NH+]1C=CC=CC=1.[NH+]1C=CC=CC=1>ClCCl>[CH3:14][O:13][C:9]1[C:8]([O:15][CH3:16])=[C:7]([O:17][CH3:18])[CH:6]=[C:5]2[C:10]=1[CH:11]=[CH:12][C:3]([CH:2]=[O:1])=[CH:4]2 |f:1.2.3|. Procedure: 2-Hydroxymethyl-5,6,7-trimethoxynaphthalene (3.78 g) was dissolved in dichloromethane (100 mL), pyridinium dichromate (8. 61 g) was added to the solution, and the mixture was stirred at room temperature for 4 hours. The reaction mixture was filtered, and insoluble matter was washed with chloroform. After the filtrate was concentrated under reduced pressure, the residue was diluted with ethyl acetate, washed with 2 M hydrochloric acid, water and saturated brine, dried over anhydrous magnesium sul... Reactants: C(C)(C)(C)C=1N=C(C=2C(N1)=NN(N2)CC)N2CC(CC2)(F)F (5-tert-Butyl-7-(3,3-difluoro-pyrrolidin-1-yl)-2-ethyl-2H-[1,2,3]triazolo[4,5-d]pyrimidine), C(C)(C)(C)NC=1N=C(C2=C(N1)NN=N2)N2CC(CC2)(F)F (tert-Butyl-[7-(3,3-difluoro-pyrrolidin-1-yl)-3H-[1,2,3]triazolo[4,5-d]pyrimidin-5-yl]-amine), BrCC1=C(C=CC=C1)C(F)(F)F (1-(bromomethyl)-2-(trifluoromethyl)benzene). Product: C(C)(C)(C)NC=1N=C(C=2C(N1)=NN(N2)CC2=C(C=CC=C2)C(F)(F)F)N2CC(CC2)(F)F (tert-Butyl-[7-(3,3-difluoro-pyrrolidin-1-yl)-2-(2-trifluoromethyl-benzyl)-2H-[1,2,3]triazolo[4,5-d]pyrimidin-5-yl]-amine). As a reaction SMILES: C(C1N=C(N2CCC(F)(F)C2)C2C(=NN(CC)N=2)N=1)(C)(C)C.[C:23]([NH:27][C:28]1[N:29]=[C:30]([N:37]2[CH2:41][CH2:40][C:39]([F:43])([F:42])[CH2:38]2)[C:31]2[N:36]=[N:35][NH:34][C:32]=2[N:33]=1)([CH3:26])([CH3:25])[CH3:24].Br[CH2:45][C:46]1[CH:51]=[CH:50][CH:49]=[CH:48][C:47]=1[C:52]([F:55])([F:54])[F:53]>>[C:23]([NH:27][C:28]1[N:29]=[C:30]([N:37]2[CH2:41][CH2:40][C:39]([F:42])([F:43])[CH2:38]2)[C:31]2[C:32](=[N:34][N:35]([CH2:45][C:46]3[CH:51]=[CH:50][CH:49]=[CH:48][C:47]=3[C:52]([F:53])([F:54])[F:55])[N:36]=2)[N:33]=1)([CH3:26])([CH3:24])[CH3:25]. Procedure: In analogy to the procedure described for the synthesis of 5-tert-butyl-7-(3,3-difluoro-pyrrolidin-1-yl)-2-ethyl-2H-[1,2,3]triazolo[4,5-d]pyrimidine (example 3, step b), the title compound was prepared from tert-Butyl-[7-(3,3-difluoro-pyrrolidin-1-yl)-3H-[1,2,3]triazolo[4,5-d]pyrimidin-5-yl]-amine and 1-(bromomethyl)-2-(trifluoromethyl)benzene. MS (m/e): 456.4 (MH+). Reactants: N1N=C(N=C1)C1=NC=CC=C1 (2-(1H-1,2,4-Triazol-3-yl)pyridine), C([O-])([O-])=O.[K+].[K+] (potassium carbonate), ClC1=CC(=CC=C1)F (1-chloro-3-fluorobenzene). Run in CN(C)C=O (DMF). Run at temperature 100 celsius. Yields the product ClC=1C=C(C=CC1)N1N=C(N=C1)C1=NC=CC=C1 (2-[1-(3-chlorophenyl)-1H-1,2,4-triazol-3-yl]pyridine). As a reaction SMILES: [NH:1]1[CH:5]=[N:4][C:3]([C:6]2[CH:11]=[CH:10][CH:9]=[CH:8][N:7]=2)=[N:2]1.C(=O)([O-])[O-].[K+].[K+].[Cl:18][C:19]1[CH:24]=[CH:23][CH:22]=[C:21](F)[CH:20]=1>CN(C=O)C>[Cl:18][C:19]1[CH:20]=[C:21]([N:1]2[CH:5]=[N:4][C:3]([C:6]3[CH:11]=[CH:10][CH:9]=[CH:8][N:7]=3)=[N:2]2)[CH:22]=[CH:23][CH:24]=1 |f:1.2.3|. Procedure details: 2-(1H-1,2,4-Triazol-3-yl)pyridine (1.0 g, 6.8 mmol), potassium carbonate (1.88 g, 13.6 mmol) and 1-chloro-3-fluorobenzene (0.89 g, 6.8 mmol) were stirred in DMF (20 mL) at ambient temperature. The resulting reaction mixture was heated at 100° C. for 16 h, after which time it was quenched with H2O (50 mL) and diluted with EtOAc (200 mL). The EtOAc solution was washed with H2O (3×100 mL), then brine (100 mL) and dried (MgSO4), filtered and concentrated in vacuo. The residue was chromatographed on ... Solvent: COCCOC (DME). Reaction SMILES: Br[CH2:2][C:3]1[CH:4]=[C:5]([N:9]([CH2:15][C:16]2[CH:17]=[N:18][CH:19]=[CH:20][CH:21]=2)[S:10]([CH2:13][CH3:14])(=[O:12])=[O:11])[CH:6]=[CH:7][CH:8]=1.[CH3:22][O:23][C:24]1[CH:29]=[CH:28][CH:27]=[CH:26][C:25]=1B(O)O.C([O-])([O-])=O.[Na+].[Na+]>[Pd].C1(P(C2C=CC=CC=2)C2C=CC=CC=2)C=CC=CC=1.C1(P(C2C=CC=CC=2)C2C=CC=CC=2)C=CC=CC=1.C1(P(C2C=CC=CC=2)C2C=CC=CC=2)C=CC=CC=1.C1(P(C2C=CC=CC=2)C2C=CC=CC=2)C=CC=CC=1.COCCOC>[CH3:22][O:23][C:24]1[CH:29]=[CH:28][CH:27]=[CH:26][C:25]=1[CH2:2][C:3]1[CH:4]=[C:5]([N:9]([CH2:15][C:16]2[CH:17]=[N:18][CH:19]=[CH:20][CH:21]=2)[S:10]([CH2:13][CH3:14])(=[O:12])=[O:11])[CH:6]=[CH:7][CH:8]=1 |f:2.3.4,5.6.7.8.9|. Procedure details: The flask was charged with N-(3-bromomethylphenyl)-N-(ethylsulfonyl)pyrid-3-ylmethylamine (0.180 g, 0.500 mmol), 2-methoxyphenylboronic acid (0.113 g, 0.75 mmol), 4.5 ml of DME, 1.5 ml of 2 M Na2CO3, and terakis(triphenylphosphine) palladium(0) (0.018 g, 0.016 mmol). After N2-flushing, the mixture was heated at 50° C. overnight. The reaction mixture was concentrated, diluted with water, and extracted with EtOAc. The organic layer was washed with brine and concentrated. The residue was chromatogr... Starting materials: BrCC=1C=C(C=CC1)N(S(=O)(=O)CC)CC=1C=NC=CC1 (N-(3-bromomethylphenyl)-N-(ethylsulfonyl)pyrid-3-ylmethylamine), COC1=C(C=CC=C1)B(O)O (2-methoxyphenylboronic acid), C(=O)([O-])[O-].[Na+].[Na+] (Na2CO3). Product: COC1=C(CC=2C=C(C=CC2)N(S(=O)(=O)CC)CC=2C=NC=CC2)C=CC=C1 (N-(3-(2-Methoxybenzyl)phenyl)-N-(ethanesulfonyl)pyrid-3-ylmethylamine). Conditions: temperature 50 celsius. The reagents and catalysts are [Pd].C1(=CC=CC=C1)P(C1=CC=CC=C1)C1=CC=CC=C1.C1(=CC=CC=C1)P(C1=CC=CC=C1)C1=CC=CC=C1.C1(=CC=CC=C1)P(C1=CC=CC=C1)C1=CC=CC=C1.C1(=CC=CC=C1)P(C1=CC=CC=C1)C1=CC=CC=C1 (terakis(triphenylphosphine) palladium(0)). Reactants: CC(O)=S, C=CCOC(=O)N1CC(OS(C)(=O)=O)CC1CCc1cccnc1, CC(C)(C)[O-], CN(C)C=O, [K+]. Product: C=CCOC(=O)N1CC(SC(C)=O)CC1CCc1cccnc1. RXN SMILES: [C:7]([CH3:8])(=[S:9])[OH:10].[CH2:11]([CH:12]=[CH2:13])[O:14][C:15](=[O:16])[N:17]1[CH:18]([CH2:27][CH2:28][c:29]2[cH:30][n:31][cH:32][cH:33][cH:34]2)[CH2:19][CH:20]([O:22][S:23]([CH3:24])(=[O:25])=[O:26])[CH2:21]1.[CH3:1][C:2]([CH3:3])([O-:4])[CH3:5].[CH3:35][N:36]([CH3:37])[CH:38]=[O:39].[K+:6]>>[C:7]([CH3:8])([S:9][CH:20]1[CH2:19][CH:18]([CH2:27][CH2:28][c:29]2[cH:30][n:31][cH:32][cH:33][cH:34]2)[N:17]([C:15]([O:14][CH2:11][CH:12]=[CH2:13])=[O:16])[CH2:21]1)=[O:10]. Reactants: C(=O)(C(F)(F)F)O (TFA), BrC1=C2C=CC=NC2=C(C(=N1)C(=O)NCC1=CC=C(C=C1)F)O (5-bromo-N-(4-fluorobenzyl)-8-hydroxy-1,6-naphthyridine-7-carboxamide), N1CCSCC1 (thiomorpholine), C(C)(C)N(CC)C(C)C (diisopropylethylamine). Solvent: CN1CCCN(C1=O)C (DMPU). Yields the product FC1=CC=C(CNC(=O)C2=NC(=C3C=CC=NC3=C2O)N2CCSCC2)C=C1 (N-(4-fluorobenzyl)-8-hydroxy-5-thiomorpholin-4-yl-1,6-naphthyridine-7-carboxamide). RXN SMILES: Br[C:2]1[N:11]=[C:10]([C:12]([NH:14][CH2:15][C:16]2[CH:21]=[CH:20][C:19]([F:22])=[CH:18][CH:17]=2)=[O:13])[C:9]([OH:23])=[C:8]2[C:3]=1[CH:4]=[CH:5][CH:6]=[N:7]2.[NH:24]1[CH2:29][CH2:28][S:27][CH2:26][CH2:25]1.C(N(C(C)C)CC)(C)C.C(O)(C(F)(F)F)=O>CN1C(=O)N(C)CCC1>[F:22][C:19]1[CH:20]=[CH:21][C:16]([CH2:15][NH:14][C:12]([C:10]2[C:9]([OH:23])=[C:8]3[C:3]([CH:4]=[CH:5][CH:6]=[N:7]3)=[C:2]([N:24]3[CH2:29][CH2:28][S:27][CH2:26][CH2:25]3)[N:11]=2)=[O:13])=[CH:17][CH:18]=1. Procedure details: A solution of 5-bromo-N-(4-fluorobenzyl)-8-hydroxy-1,6-naphthyridine-7-carboxamide (0.25 g, 0.67 mmol), thiomorpholine (0.19 mL, 2.0 mmol) and diisopropylethylamine (0.06 mL, 0.67 mmol) in DMPU (3.0 mL) were heated at 135 C for 23 hr. The reaction was cooled to room temperature, neutralized by the addition of TFA and purified by reverse phase HPLC. (Vydak C18, Gradient elution with Water:Acetonitrile 95:5 to 5:95 with 0.1% TFA at 30 mL/min over 15 mins). Lyophilization of the pure fractions affo... Starting materials: C(CCC(=O)O)(=O)O (succinic acid), C1(=CC=CC2=CC=CC=C12)CN1C=NC=C1 (1-(1-naphthylmethyl)imidazole). Run in C(C)O (ethanol), C(C)O (ethanol). Run at time 10 minute. Yields the product C(CCC(=O)O)(=O)O.C1(=CC=CC2=CC=CC=C12)CN1C=NC=C1 (1-(1-naphthylmethyl)imidazole hydrogen succinate). As a reaction SMILES: [C:1]([OH:8])(=[O:7])[CH2:2][CH2:3][C:4]([OH:6])=[O:5].[C:9]1([CH2:19][N:20]2[CH:24]=[CH:23][N:22]=[CH:21]2)[C:18]2[C:13](=[CH:14][CH:15]=[CH:16][CH:17]=2)[CH:12]=[CH:11][CH:10]=1>C(O)C>[C:1]([OH:8])(=[O:7])[CH2:2][CH2:3][C:4]([OH:6])=[O:5].[C:9]1([CH2:19][N:20]2[CH:24]=[CH:23][N:22]=[CH:21]2)[C:18]2[C:13](=[CH:14][CH:15]=[CH:16][CH:17]=2)[CH:12]=[CH:11][CH:10]=1 |f:3.4|. Procedure details: A solution of succinic acid (0.22 g) in hot ethanol (10 ml) was added to a solution of 1-(1-naphthylmethyl)imidazole (0.4 g) in ethanol (5 ml). After boiling for 10 minutes, the solution was evaporated under reduced pressure to afford a white solid. Recrystallisation of the solid from ethyl acetate afforded 1-(1-naphthylmethyl)imidazole hydrogen succinate, m.p. 121°-123° C. Reactants: CO, COC(=O)c1sc2ncnc(Nc3ccc(F)cc3OC3CCNCC3)c2c1C, N. Yields the product Cc1c(C(N)=O)sc2ncnc(Nc3ccc(F)cc3OC3CCNCC3)c12. Reaction SMILES: [CH3:31][OH:32].[F:1][c:2]1[cH:3][c:4]([O:23][CH:24]2[CH2:25][CH2:26][NH:27][CH2:28][CH2:29]2)[c:5]([NH:8][c:9]2[c:10]3[c:11]([n:12][cH:13][n:14]2)[s:15][c:16]([C:19]([O:21][CH3:20])=[O:22])[c:17]3[CH3:18])[cH:6][cH:7]1.[NH3:30]>>[F:1][c:2]1[cH:3][c:4]([O:23][CH:24]2[CH2:25][CH2:26][NH:27][CH2:28][CH2:29]2)[c:5]([NH:8][c:9]2[c:10]3[c:11]([n:12][cH:13][n:14]2)[s:15][c:16]([C:19](=[O:21])[NH2:30])[c:17]3[CH3:18])[cH:6][cH:7]1. Reactants: COC(=O)C1=C(C)NC(C)=C(C(=O)OCCCl)C1c1cccc([N+](=O)[O-])c1, CCOCC, NCCC(c1ccccc1)c1ccccc1, Cc1ccccc1C. Product: COC(=O)C1=C(C)NC(C)=C(C(=O)OCCNCCC(c2ccccc2)c2ccccc2)C1c1cccc([N+](=O)[O-])c1. Reaction SMILES: [CH3:1][C:2]1=[C:7]([C:8](=[O:9])[O:10][CH3:11])[CH:6]([c:12]2[cH:13][c:14]([N+:18](=[O:19])[O-:20])[cH:15][cH:16][cH:17]2)[C:5]([C:21](=[O:22])[O:23][CH2:24][CH2:25][Cl:26])=[C:4]([CH3:27])[NH:3]1.[CH3:44][CH2:45][O:46][CH2:47][CH3:48].[c:28]1([CH:34]([CH2:35][CH2:36][NH2:37])[c:38]2[cH:39][cH:40][cH:41][cH:42][cH:43]2)[cH:29][cH:30][cH:31][cH:32][cH:33]1.[c:49]1([CH3:50])[c:51]([CH3:52])[cH:53][cH:54][cH:55][cH:56]1>>[CH3:1][C:2]1=[C:7]([C:8](=[O:9])[O:10][CH3:11])[CH:6]([c:12]2[cH:13][c:14]([N+:18](=[O:19])[O-:20])[cH:15][cH:16][cH:17]2)[C:5]([C:21](=[O:22])[O:23][CH2:24][CH2:25][NH:37][CH2:36][CH2:35][CH:34]([c:28]2[cH:29][cH:30][cH:31][cH:32][cH:33]2)[c:38]2[cH:39][cH:40][cH:41][cH:42][cH:43]2)=[C:4]([CH3:27])[NH:3]1.